Dataset: the Open Reaction Database (ORD), a public repository of structured organic reaction records. Task: describe an organic reaction: reactants, conditions, products, and yield The reactants are ClC1=CC(=C(N)C=C1Cl)I (4,5-Dichloro-2-iodoaniline), C([O-])([O-])=O.[Na+].[Na+] (sodium carbonate), C(C)[Si](C#CCCO)(CC)CC (4-(triethylsilyl)but-3-yn-1-ol), [Cl-].[Li+] (lithium chloride). The reagents and catalysts are [Pd](Cl)Cl (palladium(II) chloride), C1(=CC=CC=C1)P(C1=CC=CC=C1)[C-]1C=CC=C1.[C-]1(C=CC=C1)P(C1=CC=CC=C1)C1=CC=CC=C1.[Fe+2] (bis(diphenylphosphino)ferrocene). Run in CN(C)C=O (DMF). Run at temperature 100 celsius, time 15 hour. The product is ClC=1C=C2C(=C(NC2=CC1Cl)[Si](CC)(CC)CC)CCO (2-(5,6-Dichloro-2-(triethylsilyl)-1H-indol-3-yl)ethanol). The yield is 111.5%. RXN SMILES: [Cl:1][C:2]1[C:8]([Cl:9])=[CH:7][C:5]([NH2:6])=[C:4](I)[CH:3]=1.[CH2:11]([Si:13]([CH2:21][CH3:22])([CH2:19][CH3:20])[C:14]#[C:15][CH2:16][CH2:17][OH:18])[CH3:12].[Cl-].[Li+].C(=O)([O-])[O-].[Na+].[Na+]>CN(C=O)C.C1(P([C-]2C=CC=C2)C2C=CC=CC=2)C=CC=CC=1.[C-]1(P(C2C=CC=CC=2)C2C=CC=CC=2)C=CC=C1.[Fe+2].[Pd](Cl)Cl>[Cl:1][C:2]1[CH:3]=[C:4]2[C:5](=[CH:7][C:8]=1[Cl:9])[NH:6][C:14]([Si:13]([CH2:19][CH3:20])([CH2:21][CH3:22])[CH2:11][CH3:12])=[C:15]2[CH2:16][CH2:17][OH:18] |f:2.3,4.5.6,8.9.10|. Procedure: 4,5-Dichloro-2-iodoaniline (1.50 g; 5.21 mmol), 4-(triethylsilyl)but-3-yn-1-ol (1.65 mL; 7.81 mmol), bis(diphenylphosphino)ferrocene]palladium(II) chloride (0.212 g; 0.260 mmol), lithium chloride (0.221 g; 5.21 mmol) and sodium carbonate (1.10 g; 10.42 mmol) were suspended in DMF (14 mL) and the mixture was stirred at 100° C. for 15 hours. The solution was concentrated under reduced pressure and diluted with ethyl acetate. The organic layer was successively washed with brine, sodium thiosulfate,... Reactants: C(CCCCCCC)[Sn](CCCCCCCC)(I)I (di-n-octyltin diiodide), O (water). The product is C(CCCCCCC)[Sn](CCCCCCCC)=O (di-n-octyltin oxide). Reaction SMILES: [CH2:1]([Sn:9](I)(I)[CH2:10][CH2:11][CH2:12][CH2:13][CH2:14][CH2:15][CH2:16][CH3:17])[CH2:2][CH2:3][CH2:4][CH2:5][CH2:6][CH2:7][CH3:8].[OH2:20]>>[CH2:1]([Sn:9](=[O:20])[CH2:10][CH2:11][CH2:12][CH2:13][CH2:14][CH2:15][CH2:16][CH3:17])[CH2:2][CH2:3][CH2:4][CH2:5][CH2:6][CH2:7][CH3:8]. Procedure: Similarly, di-n-octyltin diiodide reacts with water to produce di-n-octyltin oxide according to the reaction: